Task: describe an organic reaction: reactants, conditions, products, and yield. Dataset: the Open Reaction Database (ORD), a public repository of structured organic reaction records Reactants: NC1(CCC1)C1=CC=C(C=C1)C=1N=C2N(N=C(C=C2C2=NNC=C2)C(=O)OC)C1C1=CC=CC=C1 (methyl 2-[4-(1-aminocyclobutyl)phenyl]-3-phenyl-8-(1H-pyrazol-3-yl)imidazo[1,2-b]pyridazine-6-carboxylate), O (Water), Cl (HCl), Example 56, [OH-].[Na+] (NaOH). Run in CO (MeOH). Reaction conditions: time 48 hour. Yields the product NC1(CCC1)C1=CC=C(C=C1)C=1N=C2N(N=C(C=C2C2=NNC=C2)C(=O)O)C1C1=CC=CC=C1 (2-[4-(1-aminocyclobutyl)phenyl]-3-phenyl-8-(1H-pyrazol-3-yl)imidazo[1,2-b]pyridazine-6-carboxylic acid). Yield: 6.0%. Reaction SMILES: [NH2:1][C:2]1([C:6]2[CH:11]=[CH:10][C:9]([C:12]3[N:13]=[C:14]4[C:19]([C:20]5[CH:24]=[CH:23][NH:22][N:21]=5)=[CH:18][C:17]([C:25]([O:27]C)=[O:26])=[N:16][N:15]4[C:29]=3[C:30]3[CH:35]=[CH:34][CH:33]=[CH:32][CH:31]=3)=[CH:8][CH:7]=2)[CH2:5][CH2:4][CH2:3]1.[OH-].[Na+].O.Cl>CO>[NH2:1][C:2]1([C:6]2[CH:11]=[CH:10][C:9]([C:12]3[N:13]=[C:14]4[C:19]([C:20]5[CH:24]=[CH:23][NH:22][N:21]=5)=[CH:18][C:17]([C:25]([OH:27])=[O:26])=[N:16][N:15]4[C:29]=3[C:30]3[CH:31]=[CH:32][CH:33]=[CH:34][CH:35]=3)=[CH:8][CH:7]=2)[CH2:5][CH2:4][CH2:3]1 |f:1.2|. Procedure: To a solution of methyl 2-[4-(1-aminocyclobutyl)phenyl]-3-phenyl-8-(1H-pyrazol-3-yl)imidazo[1,2-b]pyridazine-6-carboxylate that was prepared in a manner analgous to that described for Example 56 (0.19 g, 0.41 mmol) in MeOH (5 mL) was added an aqueous NaOH solution (10% 0.65 mL, 1.64 mmol, 4.0 equiv). The resulting mixture was stirred at room temperature for 48 h. Water 10 mL) was added to the resulting mixture and the pH was adjusted to pH 4 using an aqueous 2N HCl solution. The resulting precip... Starting materials: ClC1=NC=CC(=N1)C1=C(N=C(S1)C1CCOCC1)C=1C(=C(C=CC1)NS(=O)(=O)C1=NN(C=C1)C)F (N-{3-[5-(2-chloro-4-pyrimidinyl)-2-(tetrahydro-2H-pyran-4-yl)-1,3-thiazol-4-yl]-2-fluorophenyl}-1-methyl-1H-pyrazole-3-sulfonamide), [OH-].[NH4+] (ammonium hydroxide). Yields the product Cl.NC1=NC=CC(=N1)C1=C(N=C(S1)C1CCOCC1)C=1C(=C(C=CC1)NS(=O)(=O)C1=NN(C=C1)C)F (N-{3-[5-(2-amino-4-pyrimidinyl)-2-(tetrahydro-2H-pyran-4-yl)-1,3-thiazol-4-yl]-2-fluorophenyl}-1-methyl-1H-pyrazole-3-sulfonamide hydrochloride), solid. Yield: 51.5%. RXN SMILES: [Cl:1][C:2]1[N:7]=[C:6]([C:8]2[S:12][C:11]([CH:13]3[CH2:18][CH2:17][O:16][CH2:15][CH2:14]3)=[N:10][C:9]=2[C:19]2[C:20]([F:35])=[C:21]([NH:25][S:26]([C:29]3[CH:33]=[CH:32][N:31]([CH3:34])[N:30]=3)(=[O:28])=[O:27])[CH:22]=[CH:23][CH:24]=2)[CH:5]=[CH:4][N:3]=1.[OH-].[NH4+:37]>>[ClH:1].[NH2:37][C:2]1[N:7]=[C:6]([C:8]2[S:12][C:11]([CH:13]3[CH2:18][CH2:17][O:16][CH2:15][CH2:14]3)=[N:10][C:9]=2[C:19]2[C:20]([F:35])=[C:21]([NH:25][S:26]([C:29]3[CH:33]=[CH:32][N:31]([CH3:34])[N:30]=3)(=[O:28])=[O:27])[CH:22]=[CH:23][CH:24]=2)[CH:5]=[CH:4][N:3]=1 |f:1.2,3.4|. Procedure details: Following a procedure analogous to the procedure described in Example 282 using N-{3-[5-(2-chloro-4-pyrimidinyl)-2-(tetrahydro-2H-pyran-4-yl)-1,3-thiazol-4-yl]-2-fluorophenyl}-1-methyl-1H-pyrazole-3-sulfonamide (640 mg, 1.19 mmol) and ammonium hydroxide (15 ml), the title compound was obtained as a white solid (340 mg, 51.5%). 1HNMR (MEOD-d4): δ ppm 7.93-7.95 (d, J=6.0 Hz, 1H), 7.59-7.59 (d, J=2.0 Hz, 1H), 7.46-7.50 (dd, J1=7.8 Hz, J2=1.6 Hz, 1H), 7.24-7.28 (dd, J1=6.8 Hz, J2=1.6 Hz, 1H), 7.15-7...